This data is from the Open Reaction Database (ORD), a public repository of structured organic reaction records. The task is: describe an organic reaction: reactants, conditions, products, and yield Product: C1(CCCC1)CC(C(=O)O)N1N=CC(=CC1=O)OC1=C(C(=CC=C1C)C)C (3-cyclopentyl-2-[6-oxo-4-(2,3,6-trimethyl-phenoxy)-6H-pyridazin-1-yl]-propionic acid). Reaction SMILES: Cl[C:2]1[C:3](=[O:15])[N:4](C2CCCCO2)[N:5]=[CH:6][C:7]=1Cl.[CH3:16][C:17]1[C:22]([CH3:23])=[CH:21][CH:20]=[C:19]([CH3:24])[C:18]=1[OH:25].C[O:27][C:28](=[O:37])[CH:29](Br)[CH2:30][CH:31]1[CH2:35][CH2:34][CH2:33][CH2:32]1>>[CH:31]1([CH2:30][CH:29]([N:4]2[C:3](=[O:15])[CH:2]=[C:7]([O:25][C:18]3[C:19]([CH3:24])=[CH:20][CH:21]=[C:22]([CH3:23])[C:17]=3[CH3:16])[CH:6]=[N:5]2)[C:28]([OH:27])=[O:37])[CH2:35][CH2:34][CH2:33][CH2:32]1. Procedure details: In an analogous manner to the stepwise sequence outlined in intermediate 19, starting from 4,5-dichloro-2-(tetrahydropyran-2-yl)-2H-pyridazin-3-one (Intermediate 20) and 2,3,6-trimethyl-phenol and alkylating with 2-bromo-3-cyclopentyl-propionic acid methyl ester (Intermediate 10) afforded 3-cyclopentyl-2-[6-oxo-4-(2,3,6-trimethyl-phenoxy)-6H-pyridazin-1-yl]-propionic acid as a white solid (11.5 g, 58% for the final step); LC-MS 371 [M+1]+, tR=3.92 min. Purity on HPLC: 98.5% (214 nm), 99.2% (254 ... Reactants: intermediate 19, CC1=C(C(=CC=C1C)C)O (2,3,6-trimethyl-phenol), COC(C(CC1CCCC1)Br)=O (2-bromo-3-cyclopentyl-propionic acid methyl ester), ClC=1C(N(N=CC1Cl)C1OCCCC1)=O (4,5-dichloro-2-(tetrahydropyran-2-yl)-2H-pyridazin-3-one), ClC=1C(N(N=CC1Cl)C1OCCCC1)=O (4,5-dichloro-2-(tetrahydropyran-2-yl)-2H-pyridazin-3-one), COC(C(CC1CCCC1)Br)=O (2-bromo-3-cyclopentyl-propionic acid methyl ester). Starting materials: B, COC(=O)c1ccsc1C1CCN(C(=O)OC(C)(C)C)CC1, C1CCOC1, CSC, CO. The product is CC(C)(C)OC(=O)N1CCC(c2sccc2CO)CC1. RXN SMILES: [BH3:26].[C:1]([CH3:2])([CH3:3])([CH3:4])[O:5][C:6](=[O:7])[N:8]1[CH2:9][CH2:10][CH:11]([c:14]2[s:15][cH:16][cH:17][c:18]2[C:19](=[O:20])[O:21][CH3:22])[CH2:12][CH2:13]1.[CH2:29]1[O:30][CH2:31][CH2:32][CH2:33]1.[CH3:23][S:24][CH3:25].[CH3:27][OH:28]>>[C:1]([CH3:2])([CH3:3])([CH3:4])[O:5][C:6](=[O:7])[N:8]1[CH2:9][CH2:10][CH:11]([c:14]2[s:15][cH:16][cH:17][c:18]2[CH2:19][OH:20])[CH2:12][CH2:13]1. Starting materials: C(#N)N=C(OC(C)C)C=1C=NC=CC1 (Isopropyl N-cyano-3-pyridinecarboximidate), CC1=CC=C(N)C=C1 (4-methylaniline). Run in CO (methanol). Reaction conditions: time 30 minute. Yields the product C(#N)NC(=NC1=CC=C(C=C1)C)C=1C=NC=CC1 (N-cyano-N'-(4-methylphenyl)-3-pyridinecarboximidamide). Isolated yield 92.3%. RXN SMILES: [C:1]([N:3]=[C:4]([C:9]1[CH:10]=[N:11][CH:12]=[CH:13][CH:14]=1)OC(C)C)#[N:2].[CH3:15][C:16]1[CH:22]=[CH:21][C:19]([NH2:20])=[CH:18][CH:17]=1>CO>[C:1]([NH:3][C:4]([C:9]1[CH:10]=[N:11][CH:12]=[CH:13][CH:14]=1)=[N:20][C:19]1[CH:21]=[CH:22][C:16]([CH3:15])=[CH:17][CH:18]=1)#[N:2]. Procedure details: Isopropyl N-cyano-3-pyridinecarboximidate (0.50 g, 2.6 mmol) was dissolved in methanol (10 ml), and 4-methylaniline (0.31 g, 2.9 mmol) was added. The mixture was stirred at room temperature for 30 minutes. After the reaction was completed, the reaction solution was concentrated under reduced pressure, and the concentrated residue thus obtained was crystallized from dichloromethane-diethyl ether to give the title compound (0.56 g, 2.4 mmol, yield: 90%) as colorless needles.